Dataset: the Open Reaction Database (ORD), a public repository of structured organic reaction records. Task: describe an organic reaction: reactants, conditions, products, and yield The reactants are ClCCl, O=Cc1cccc([N+](=O)[O-])c1, NC1CCOCC1, [Na+], [OH-]. Yields the product O=[N+]([O-])c1cccc(CNC2CCOCC2)c1. As a reaction SMILES: [Cl:21][CH2:22][Cl:23].[N+:1](=[O:2])([O-:3])[c:4]1[cH:5][c:6]([CH:7]=[O:8])[cH:9][cH:10][cH:11]1.[NH2:12][CH:13]1[CH2:14][CH2:15][O:16][CH2:17][CH2:18]1.[Na+:20].[OH-:19]>>[N+:1](=[O:2])([O-:3])[c:4]1[cH:5][c:6]([CH2:7][NH:12][CH:13]2[CH2:14][CH2:15][O:16][CH2:17][CH2:18]2)[cH:9][cH:10][cH:11]1. The reactants are BrC1=C(C2=C(C(OC2)=O)C=C1)CC (5-bromo-4-ethyl-2-benzofuran-1(3H)-one), C(=C)[B-](F)(F)F.[K+] (potassium vinyltrifluoroborate). The reagents and catalysts are C1=CC=C(C=C1)P([C-]2C=CC=C2)C3=CC=CC=C3.C1=CC=C(C=C1)P([C-]2C=CC=C2)C3=CC=CC=C3.Cl[Pd]Cl.[Fe+2] (Pd(dppf)Cl2). Run in TEA, CCO (EtOH). Yields the product C(C)C1=C(C=CC=2C(OCC21)=O)C=C (4-ethyl-5-vinyl-2-benzofuran-1(3H)-one). Reaction SMILES: Br[C:2]1[CH:11]=[CH:10][C:5]2[C:6](=[O:9])[O:7][CH2:8][C:4]=2[C:3]=1[CH2:12][CH3:13].[CH:14]([B-](F)(F)F)=[CH2:15].[K+]>CCO.C1C=CC(P(C2C=CC=CC=2)[C-]2C=CC=C2)=CC=1.C1C=CC(P(C2C=CC=CC=2)[C-]2C=CC=C2)=CC=1.Cl[Pd]Cl.[Fe+2]>[CH2:12]([C:3]1[C:4]2[CH2:8][O:7][C:6](=[O:9])[C:5]=2[CH:10]=[CH:11][C:2]=1[CH:14]=[CH2:15])[CH3:13] |f:1.2,4.5.6.7|. Reported procedure: A mixture of 5-bromo-4-ethyl-2-benzofuran-1(3H)-one (1.81 g, 7.51 mmol), potassium vinyltrifluoroborate (1.21 g, 9.01 mmol) and Pd(dppf)Cl2 (200 mg) in 20 mL of TEA and 20 mL of EtOH was heated to reflux under N2 overnight and then concentrated. The resulting oil was purified by column chromatography to give 4-ethyl-5-vinyl-2-benzofuran-1(3H)-one. The reactants are C(C)C1C(CC(C(C(OC(C2CCCCN2C(C(C2(C(CC(C(C(CC(CC(=C1)C)C)OC)O2)OC)C)O)=O)=O)=O)C(=CC2CC(C(CC2)O)O)C)C)O)=O (17-ethyl-1,14-dihydroxy-12-[2'-(3",4"-dihydroxycyclohexyl)-1'-methylvinyl]-23,25-dimethoxy-13,19,21,27-tetramethyl-11,28-dioxa-4-azatricyclo[22.3.1.04,9 ]octacos-18-ene-2,3,10,16-tetraone), ClC(C(OC(=C)CC)=N)(Cl)Cl (sec-butenyl trichloroacetimidate), FC(S(=O)(=O)O)(F)F (Trifluoromethanesulfonic acid). Product: C(C)C1C(CC(C(C(OC(C2CCCCN2C(C(C2(C(CC(C(C(CC(CC(=C1)C)C)OC)O2)OC)C)O)=O)=O)=O)C(=CC2CC(C(CC2)O)OC(=C)CC)C)C)O)=O (17-Ethyl-1,14-dihydroxy-12-[2'-(3"-sec-butenyloxy-4"-hydroxycyclohexyl)-1'-methylvinyl]-23,25-dimethoxy-13,19,21,27-tetramethyl-11,28-dioxa-4-azatricyclo[22.3.1.04,9 ]octacos-18-ene-2,3,10,16-tetraone). Reaction SMILES: [CH2:1]([CH:3]1[CH:29]=[C:28]([CH3:30])[CH2:27][CH:26]([CH3:31])[CH2:25][CH:24]([O:32][CH3:33])[CH:23]2[O:34][C:19]([OH:38])([CH:20]([CH3:37])[CH2:21][CH:22]2[O:35][CH3:36])[C:18](=[O:39])[C:17](=[O:40])[N:16]2[CH:11]([CH2:12][CH2:13][CH2:14][CH2:15]2)[C:10](=[O:41])[O:9][CH:8]([C:42]([CH3:52])=[CH:43][CH:44]2[CH2:49][CH2:48][CH:47]([OH:50])[CH:46]([OH:51])[CH2:45]2)[CH:7]([CH3:53])[CH:6]([OH:54])[CH2:5][C:4]1=[O:55])[CH3:2].ClC(Cl)(Cl)C(=N)O[C:60]([CH2:62][CH3:63])=[CH2:61].FC(F)(F)S(O)(=O)=O>>[CH2:1]([CH:3]1[CH:29]=[C:28]([CH3:30])[CH2:27][CH:26]([CH3:31])[CH2:25][CH:24]([O:32][CH3:33])[CH:23]2[O:34][C:19]([OH:38])([CH:20]([CH3:37])[CH2:21][CH:22]2[O:35][CH3:36])[C:18](=[O:39])[C:17](=[O:40])[N:16]2[CH:11]([CH2:12][CH2:13][CH2:14][CH2:15]2)[C:10](=[O:41])[O:9][CH:8]([C:42]([CH3:52])=[CH:43][CH:44]2[CH2:49][CH2:48][CH:47]([OH:50])[CH:46]([O:51][C:60]([CH2:62][CH3:63])=[CH2:61])[CH2:45]2)[CH:7]([CH3:53])[CH:6]([OH:54])[CH2:5][C:4]1=[O:55])[CH3:2]. Procedure: To a solution of 17-ethyl-1,14-dihydroxy-12-[2'-(3",4"-dihydroxycyclohexyl)-1'-methylvinyl]-23,25-dimethoxy-13,19,21,27-tetramethyl-11,28-dioxa-4-azatricyclo[22.3.1.04,9 ]octacos-18-ene-2,3,10,16-tetraone (150 mg in 3 ml 33% methylene chloride in cyclohexane), sec-butenyl trichloroacetimidate (62 μl neat) was added and the reagents allowed to mix for 5 minutes. Trifluoromethanesulfonic acid (2 μl neat) was added slowly via syringe and the mixture stirred at room temperature. After 15 minutes the... Starting materials: FC1(CCN(CC1)C(=O)C=1NC2=CC=C(C=C2C1)OC1CCN(CC1)C(C)C)F ((4,4-Difluoro-piperidin-1-yl)-[5-(1-isopropyl-piperidin-4-yloxy)-1H-indol-2-yl]-methanone), FC1(CCN(CC1)C(=O)C=1NC2=CC=C(C=C2C1)OC1CCN(CC1)C(C)C)F ((4,4-Difluoro-piperidin-1-yl)-[5-(1-isopropyl-piperidin-4-yloxy)-1H-indol-2-yl]-methanone), C(#N)C1=NC=C(C=C1)B1OC(C)(C)C(C)(C)O1 (2-cyanopyridine-5-boronic acid pinacol ester). Product: FC1(CCN(CC1)C(=O)C=1N(C2=CC=C(C=C2C1)OC1CCN(CC1)C(C)C)C=1C=CC(=NC1)C#N)F (5-[2-(4,4-Difluoro-piperidine-1-carbonyl)-5-(1-isopropyl-piperidin-4-yloxy)-indol-1-yl]-pyridine-2-carbonitrile). RXN SMILES: [F:1][C:2]1([F:29])[CH2:7][CH2:6][N:5]([C:8]([C:10]2[NH:11][C:12]3[C:17]([CH:18]=2)=[CH:16][C:15]([O:19][CH:20]2[CH2:25][CH2:24][N:23]([CH:26]([CH3:28])[CH3:27])[CH2:22][CH2:21]2)=[CH:14][CH:13]=3)=[O:9])[CH2:4][CH2:3]1.[C:30]([C:32]1[CH:37]=[CH:36][C:35](B2OC(C)(C)C(C)(C)O2)=[CH:34][N:33]=1)#[N:31]>>[F:29][C:2]1([F:1])[CH2:7][CH2:6][N:5]([C:8]([C:10]2[N:11]([C:35]3[CH:36]=[CH:37][C:32]([C:30]#[N:31])=[N:33][CH:34]=3)[C:12]3[C:17]([CH:18]=2)=[CH:16][C:15]([O:19][CH:20]2[CH2:25][CH2:24][N:23]([CH:26]([CH3:27])[CH3:28])[CH2:22][CH2:21]2)=[CH:14][CH:13]=3)=[O:9])[CH2:4][CH2:3]1. Reported procedure: In analogy to the procedure described for the synthesis of example 6, the title compound was synthesized from (4,4-difluoro-piperidin-1-yl)-[5-(1-isopropyl-piperidin-4-yloxy)-1H-indol-2-yl]-methanone (intermediate 1) and 2-cyanopyridine-5-boronic acid pinacol ester. The title compound was obtained in 51% yield as yellow foam. MS (m/e): 508.4 (MH+, 100%). Reactants: [OH-].[Na+] (sodium hydroxide), [OH-].[Na+] (sodium hydroxide), OO (hydrogen peroxide), COC(C1=CC=C(C=C1)N1CCC2=C1N=C(N=C2C=2C=NC(=NC2)N(CC2=CC=C(C=C2)OC)CC2=CC=C(C=C2)OC)N2CCOCC2)=O (4-(4-{2-[bis-(4-methoxy-benzyl)-amino]-pyrimidin-5-yl}-2-morpholin-4-yl-5,6-dihydro-pyrrolo[2,3-d]pyrimidin-7-yl)-benzoic acid methyl ester), Cl (hydrochloric acid). The solvent is O1CCCC1 (Tetrahydrofuran). Reaction conditions: temperature 40 celsius, time 4 hour. The product is [Na+].NC1=NC=C(C=N1)C=1C2=C(N=C(N1)N1CCOCC1)N(CC2)C2=CC=C(C(=O)[O-])C=C2 (4-[4-(2-Amino-pyrimidin-5-yl)-2-morpholin-4-yl-5,6-dihydro-pyrrolo[2,3-d]pyrimidin-7-yl]-benzoic acid sodium salt). As a reaction SMILES: OO.C[O:4][C:5](=[O:52])[C:6]1[CH:11]=[CH:10][C:9]([N:12]2[C:16]3[N:17]=[C:18]([N:46]4[CH2:51][CH2:50][O:49][CH2:48][CH2:47]4)[N:19]=[C:20]([C:21]4[CH:22]=[N:23][C:24]([N:27](CC5C=CC(OC)=CC=5)CC5C=CC(OC)=CC=5)=[N:25][CH:26]=4)[C:15]=3[CH2:14][CH2:13]2)=[CH:8][CH:7]=1.Cl.[OH-].[Na+:55]>O1CCCC1>[Na+:55].[NH2:27][C:24]1[N:23]=[CH:22][C:21]([C:20]2[C:15]3[CH2:14][CH2:13][N:12]([C:9]4[CH:8]=[CH:7][C:6]([C:5]([O-:52])=[O:4])=[CH:11][CH:10]=4)[C:16]=3[N:17]=[C:18]([N:46]3[CH2:47][CH2:48][O:49][CH2:50][CH2:51]3)[N:19]=2)=[CH:26][N:25]=1 |f:3.4,6.7|. Reported procedure: Tetrahydrofuran/5M aqueous sodium hydroxide solution/30% hydrogen peroxide solution=4/2/1 solution of 4-(4-{2-[bis-(4-methoxy-benzyl)-amino]-pyrimidin-5-yl}-2-morpholin-4-yl-5,6-dihydro-pyrrolo[2,3-d]pyrimidin-7-yl)-benzoic acid methyl ester obtained in Example 1-D-08 was refluxed overnight, followed by neutralization with 6M hydrochloric acid. After filtering the precipitate, trifluoroacetic acid (1 ml) and concentrated sulfuric acid (2 drops) were added, followed by stirring at 40° C. for 4 ho... Starting materials: NC=1C(=NC(=CN1)[C@@H]1C[C@@H]([C@H](CC1)O)F)C1=CC(=C(C(=O)N[C@H](CNC)C2=CC(=CC(=C2)F)Br)C=C1)F (4-(3-amino-6-((1S,3S,4S)-3-fluoro-4-hydroxycyclohexyl)pyrazin-2-yl)-N—((S)-1-(3-bromo-5-fluorophenyl)-2-(methylamino)ethyl)-2-fluorobenzamide), C(C)O.Cl (HCl ethanol). RXN SMILES: [NH2:1][C:2]1[C:3]([C:16]2[CH:36]=[CH:35][C:19]([C:20]([NH:22][C@@H:23]([C:27]3[CH:32]=[C:31]([F:33])[CH:30]=[C:29]([Br:34])[CH:28]=3)[CH2:24][NH:25][CH3:26])=[O:21])=[C:18]([F:37])[CH:17]=2)=[N:4][C:5]([C@H:8]2[CH2:13][CH2:12][C@H:11]([OH:14])[C@@H:10]([F:15])[CH2:9]2)=[CH:6][N:7]=1.C(O)C.[ClH:41]>>[ClH:41].[NH2:1][C:2]1[C:3]([C:16]2[CH:36]=[CH:35][C:19]([C:20]([NH:22][C@@H:23]([C:27]3[CH:32]=[C:31]([F:33])[CH:30]=[C:29]([Br:34])[CH:28]=3)[CH2:24][NH:25][CH3:26])=[O:21])=[C:18]([F:37])[CH:17]=2)=[N:4][C:5]([C@H:8]2[CH2:13][CH2:12][C@H:11]([OH:14])[C@@H:10]([F:15])[CH2:9]2)=[CH:6][N:7]=1 |f:1.2|. Run at time 5 minute. Yields the product Cl (HCl), NC=1C(=NC(=CN1)[C@@H]1C[C@@H]([C@H](CC1)O)F)C1=CC(=C(C(=O)N[C@H](CNC)C2=CC(=CC(=C2)F)Br)C=C1)F (4-(3-amino-6-((1S,3S,4S)-3-fluoro-4-hydroxycyclohexyl)pyrazin-2-yl)-N—((S)-1-(3-bromo-5-fluorophenyl)-2-(methylamino)ethyl)-2-fluorobenzamide). Procedure: The HCl salt form of 4-(3-amino-6-((1 S,3S,4S)-3-fluoro-4-hydroxycyclohexyl)pyrazin-2-yl)-N—((S)-1-(3-bromo-5-fluorophenyl)-2-(methylamino)ethyl)-2-fluorobenzamide was prepared by dissolving amorphous 4-(3-amino-6-((1S,3S,4S)-3-fluoro-4-hydroxycyclohexyl)pyrazin-2-yl)-N—((S)-1-(3-bromo-5-fluorophenyl)-2-(methylamino)ethyl)-2-fluorobenzamide (120 mg) in 0.5N HCl ethanol solution (414 μL) with stirring at room temperature. A precipitate is observed after 5 minutes of stirring. A DSC/TGA thermograp... Starting materials: Cc1c[nH]c([N+](=O)[O-])n1, CC(C)=CCBr, CC(C)=O, [K+], [K+], O=C([O-])[O-]. The product is CC(C)=CCn1cc(C)nc1[N+](=O)[O-]. RXN SMILES: [CH3:13][c:14]1[n:15][c:16]([N+:19](=[O:20])[O-:21])[nH:17][cH:18]1.[CH3:1][C:2](=[CH:3][CH2:4][Br:5])[CH3:6].[CH3:22][C:23](=[O:24])[CH3:25].[K+:7].[K+:8].[O-:9][C:10]([O-:11])=[O:12]>>[CH3:1][C:2](=[CH:3][CH2:4][n:17]1[c:16]([N+:19](=[O:20])[O-:21])[n:15][c:14]([CH3:13])[cH:18]1)[CH3:6]. The reactants are CC(=O)O, Cl, Cl[Cu]Cl, O=N[O-], CCSc1cc(C(=O)O)cc(N)c1Oc1ccccc1, [Na+], [Na+], O=S=O, [OH-]. Yields the product CCSc1cc(C(=O)O)cc(S(=O)(=O)Cl)c1Oc1ccccc1. Reaction SMILES: [CH3:34][C:35](=[O:36])[OH:37].[ClH:25].[Cu:31]([Cl:32])[Cl:33].[N:21]([O-:22])=[O:23].[NH2:1][c:2]1[c:3]([O:14][c:15]2[cH:16][cH:17][cH:18][cH:19][cH:20]2)[c:4]([S:11][CH2:12][CH3:13])[cH:5][c:6]([C:7](=[O:8])[OH:9])[cH:10]1.[Na+:24].[Na+:30].[O:26]=[S:27]=[O:28].[OH-:29]>>[c:2]1([S:27]([Cl:25])(=[O:26])=[O:28])[c:3]([O:14][c:15]2[cH:16][cH:17][cH:18][cH:19][cH:20]2)[c:4]([S:11][CH2:12][CH3:13])[cH:5][c:6]([C:7](=[O:8])[OH:9])[cH:10]1. The reactants are C(C)(C)NC(=O)NC=1C=C2CC(NC2=CC1)=O (1-isopropyl-3-(2-oxoindolin-5-yl)urea), N1N=NC2=C1C=CC(=C2)C=O (1H-benzo[d][1,2,3]triazole-5-carbaldehyde). Yields the product N1N=NC2=C1C=CC(=C2)\C=C/2\C(NC1=CC=C(C=C21)NC(=O)NC(C)C)=O ((E)-1-(3-((1H-benzo[d][1,2,3]triazol-5-yl)methylene)-2-oxoindolin-5-yl)-3-isopropylurea), solid. Yield: 16.0%. Reaction SMILES: [CH:1]([NH:4][C:5]([NH:7][C:8]1[CH:9]=[C:10]2[C:14](=[CH:15][CH:16]=1)[NH:13][C:12](=[O:17])[CH2:11]2)=[O:6])([CH3:3])[CH3:2].[NH:18]1[C:22]2[CH:23]=[CH:24][C:25]([CH:27]=O)=[CH:26][C:21]=2[N:20]=[N:19]1>>[NH:18]1[C:22]2[CH:23]=[CH:24][C:25](/[CH:27]=[C:11]3/[C:12](=[O:17])[NH:13][C:14]4[C:10]/3=[CH:9][C:8]([NH:7][C:5]([NH:4][CH:1]([CH3:3])[CH3:2])=[O:6])=[CH:16][CH:15]=4)=[CH:26][C:21]=2[N:20]=[N:19]1. Reported procedure: According to the method of Example A20, except substituting 1-isopropyl-3-(2-oxoindolin-5-yl)urea (23 mg, 0.099 mmol) and 1H-benzo[d][1,2,3]triazole-5-carbaldehyde (15 mg, 0.11 mmol), the title compound was obtained as an orange solid (6 mg, 16%). 1H NMR (400 MHz, DMSO-d6) δ 10.44 (s, 1H), 8.01 (s 1H), 7.75 (s, 1H), 7.57-7.59 (m, 2H), 7.31 (d, J=7.6 Hz, 1H), 6.74 (d, J=8.4 Hz, 1H), 5.76 (d, J=7.6 Hz, 1H), 3.75-3.70 (m, 1H), 1.03-1.00 (d, 6H); MS ESI 363.1 [M+H]+, calcd for [C20H19N5O2+H]+ 363.2. Reactants: CCCCCCC(C)Oc1ccc(-c2ccc(C(=O)OC)cc2)cc1[N+](=O)[O-], CO. The product is CCCCCCC(C)Oc1ccc(-c2ccc(C(=O)OC)cc2)cc1N. Reaction SMILES: [CH3:1][O:2][C:3](=[O:4])[c:5]1[cH:6][cH:7][c:8](-[c:11]2[cH:12][c:13]([N+:26]([O-:27])=[O:28])[c:14]([O:17][CH:18]([CH2:19][CH2:20][CH2:21][CH2:22][CH2:23][CH3:24])[CH3:25])[cH:15][cH:16]2)[cH:9][cH:10]1.[CH3:29][OH:30]>>[CH3:1][O:2][C:3](=[O:4])[c:5]1[cH:6][cH:7][c:8](-[c:11]2[cH:12][c:13]([NH2:26])[c:14]([O:17][CH:18]([CH2:19][CH2:20][CH2:21][CH2:22][CH2:23][CH3:24])[CH3:25])[cH:15][cH:16]2)[cH:9][cH:10]1.